From a dataset of the Open Reaction Database (ORD), a public repository of structured organic reaction records. describe an organic reaction: reactants, conditions, products, and yield Reactants: C(C)(C)(C)OC(=O)N1CC(C=2C=NC(=CC21)C(C2=CC=CC=C2)=O)(C)C (6-benzoyl-3,3-dimethyl-2,3-dihydro-pyrrolo[3,2-c]pyridine-1-carboxylic acid tert-butyl ester), [BH4-].[Na+] (sodium borohydride), O (Water). Solvent: CO (methanol). Conditions: time 1 hour. Yields the product C(C)(C)(C)OC(=O)N1CC(C=2C=NC(=CC21)C(C2=CC=CC=C2)O)(C)C (6-(Hydroxy-phenyl-methyl)-3,3-dimethyl-2,3-dihydro-pyrrolo[3,2-c]pyridine-1-carboxylic acid tert-butyl ester). Yield: 73.4%. Reaction SMILES: [C:1]([O:5][C:6]([N:8]1[C:16]2[CH:15]=[C:14]([C:17](=[O:24])[C:18]3[CH:23]=[CH:22][CH:21]=[CH:20][CH:19]=3)[N:13]=[CH:12][C:11]=2[C:10]([CH3:26])([CH3:25])[CH2:9]1)=[O:7])([CH3:4])([CH3:3])[CH3:2].[BH4-].[Na+].O>CO>[C:1]([O:5][C:6]([N:8]1[C:16]2[CH:15]=[C:14]([CH:17]([OH:24])[C:18]3[CH:19]=[CH:20][CH:21]=[CH:22][CH:23]=3)[N:13]=[CH:12][C:11]=2[C:10]([CH3:26])([CH3:25])[CH2:9]1)=[O:7])([CH3:4])([CH3:2])[CH3:3] |f:1.2|. Reported procedure: To a solution of 6-benzoyl-3,3-dimethyl-2,3-dihydro-pyrrolo[3,2-c]pyridine-1-carboxylic acid tert-butyl ester (0.35 g, 1.0 mmol) in methanol (10 mL) was added sodium borohydride (0.114 g, 3.0 mmol) and the reaction mixture was stirred for 1 hour. Water (5 mL) was added and the reaction mixture was concentrated. Water was added and the product was extracted with EtOAc. The combined organic phase was dried (MgSO4) and evaporated in vacuo to give an oil. Chromatography (SiO2; gradient elution with ... The reactants are N1=CC(=CC=C1)C#CCC(CC#CC=1C=NC=CC1)O (1,7-Dipyridin-3-yl-hept-1,6-diyne-4-ol). Reagents/catalysts: [Pt]=O (platinum oxide). Run in C(C)O (ethanol), CO (methanol). The product is N1=CC(=CC=C1)CCCC(CCCC=1C=NC=CC1)O (1,7-Dipyridin-3-yl-heptan-4-ol). The yield is 98.9%. As a reaction SMILES: [N:1]1[CH:6]=[CH:5][CH:4]=[C:3]([C:7]#[C:8][CH2:9][CH:10]([OH:20])[CH2:11][C:12]#[C:13][C:14]2[CH:15]=[N:16][CH:17]=[CH:18][CH:19]=2)[CH:2]=1>C(O)C.CO.[Pt]=O>[N:1]1[CH:6]=[CH:5][CH:4]=[C:3]([CH2:7][CH2:8][CH2:9][CH:10]([OH:20])[CH2:11][CH2:12][CH2:13][C:14]2[CH:15]=[N:16][CH:17]=[CH:18][CH:19]=2)[CH:2]=1. Reported procedure: A suspension of platinum oxide (280 mg) in absolute ethanol (1 mL) was diluted with absolute methanol (10 mL) followed by the addition of compound 1 (2.81 g, 10.73 mmol). The suspension was placed under 40 psi ofhydrogen gas. After hydrogen consumption ceased, the hydrogen was replaced with nitrogen and the reaction was filtered and concentrated to provide 2.87 g of compound 2 as a viscous oil. Product: Oc1ccccc1-c1cc(NC2CCNC2)c2ccccc2n1. Starting materials: CO, Cl, C1COCCO1, CC(C)(C)OC(=O)N1CCC(Nc2cc(-c3ccccc3O)nc3ccccc23)C1. As a reaction SMILES: [CH3:32][OH:33].[ClH:31].[O:34]1[CH2:35][CH2:36][O:37][CH2:38][CH2:39]1.[OH:1][c:2]1[c:3](-[c:8]2[n:9][c:10]3[cH:11][cH:12][cH:13][cH:14][c:15]3[c:16]([NH:18][CH:19]3[CH2:20][N:21]([C:24]([O:25][C:26]([CH3:27])([CH3:28])[CH3:29])=[O:30])[CH2:22][CH2:23]3)[cH:17]2)[cH:4][cH:5][cH:6][cH:7]1>>[OH:1][c:2]1[c:3](-[c:8]2[n:9][c:10]3[cH:11][cH:12][cH:13][cH:14][c:15]3[c:16]([NH:18][CH:19]3[CH2:20][NH:21][CH2:22][CH2:23]3)[cH:17]2)[cH:4][cH:5][cH:6][cH:7]1.